Dataset: the Open Reaction Database (ORD), a public repository of structured organic reaction records. Task: describe an organic reaction: reactants, conditions, products, and yield The product is FC=1C=C(C=CC1CC(F)(F)F)C=1C=NC=C(C(=O)OC)C1 (Methyl 5-[3-fluoro-4-(2,2,2-trifluoroethyl)phenyl]nicotinate). Procedure: A solution of 6.78 g (23.7 mmol, purity 90%) of the compound from Example 74A in toluene (339 ml) was admixed under argon at RT with 7.74 g (35.6 mmol) of the compound from Example 29A in ethanol (112 ml) and 3.61 g (26.1 mmol) of potassium carbonate. After stirring for 10 min, 2.74 g (2.37 mmol) of tetrakis(triphenylphosphine)palladium and then 4.14 g (71.2 mmol) of potassium fluoride in water (71 ml) were added. The mixture was stirred under reflux for 8 h, and the reaction solution was cooled... The reactants are Cl.COC(=O)C=1C=C(C=NC1)B(O)O ([5-(Methoxycarbonyl)pyridin-3-yl]boronic acid hydrochloride), C([O-])([O-])=O.[K+].[K+] (potassium carbonate), BrC1=CC(=C(C=C1)CC(F)(F)F)F (4-Bromo-2-fluoro-1-(2,2,2-trifluoroethyl)benzene), [F-].[K+] (potassium fluoride). Reagents/catalysts: C=1C=CC(=CC1)[P](C=2C=CC=CC2)(C=3C=CC=CC3)[Pd]([P](C=4C=CC=CC4)(C=5C=CC=CC5)C=6C=CC=CC6)([P](C=7C=CC=CC7)(C=8C=CC=CC8)C=9C=CC=CC9)[P](C=1C=CC=CC1)(C=1C=CC=CC1)C=1C=CC=CC1 (tetrakis(triphenylphosphine)palladium). Run in C(C)O (ethanol), C1(=CC=CC=C1)C (toluene), C(C)(=O)OCC (ethyl acetate), O (water). Reaction SMILES: Br[C:2]1[CH:7]=[CH:6][C:5]([CH2:8][C:9]([F:12])([F:11])[F:10])=[C:4]([F:13])[CH:3]=1.Cl.[CH3:15][O:16][C:17]([C:19]1[CH:20]=[C:21](B(O)O)[CH:22]=[N:23][CH:24]=1)=[O:18].C(=O)([O-])[O-].[K+].[K+].[F-].[K+]>C1(C)C=CC=CC=1.C(O)C.O.C(OCC)(=O)C.C1C=CC([P]([Pd]([P](C2C=CC=CC=2)(C2C=CC=CC=2)C2C=CC=CC=2)([P](C2C=CC=CC=2)(C2C=CC=CC=2)C2C=CC=CC=2)[P](C2C=CC=CC=2)(C2C=CC=CC=2)C2C=CC=CC=2)(C2C=CC=CC=2)C2C=CC=CC=2)=CC=1>[F:13][C:4]1[CH:3]=[C:2]([C:21]2[CH:22]=[N:23][CH:24]=[C:19]([CH:20]=2)[C:17]([O:16][CH3:15])=[O:18])[CH:7]=[CH:6][C:5]=1[CH2:8][C:9]([F:12])([F:11])[F:10] |f:1.2,3.4.5,6.7,^1:56,58,77,96|. Reaction conditions: time 10 minute.